describe an organic reaction: reactants, conditions, products, and yield From a dataset of the Open Reaction Database (ORD), a public repository of structured organic reaction records. The reactants are ClCCl, C=Cc1cnc(C)c(O)c1C(C)O, O=[Cr](=O)=O, c1ccncc1. Product: C=Cc1cnc(C)c(O)c1C(C)=O. Reaction SMILES: [CH2:24]([Cl:25])[Cl:26].[CH3:11][c:12]1[n:13][cH:14][c:15]([CH:22]=[CH2:23])[c:16]([CH:19]([CH3:20])[OH:21])[c:17]1[OH:18].[O:7]=[Cr:8](=[O:9])=[O:10].[cH:1]1[cH:2][cH:3][n:4][cH:5][cH:6]1>>[CH3:11][c:12]1[n:13][cH:14][c:15]([CH:22]=[CH2:23])[c:16]([C:19]([CH3:20])=[O:21])[c:17]1[OH:18]. Reactants: C(C)OC(=O)C=1N=NC(=CC1)OCC=1C(=NOC1C)C1=CC(=CC=C1)F (6-[3-(3-fluoro-phenyl)-5-methyl-isoxazol-4-ylmethoxy]-pyridazine-3-carboxylic acid ethyl ester), C(=O)([O-])C(O)C(O)C(=O)[O-].[K+].[Na+] (sodium potassium tartrate), C[Al](C)C (trimethylaluminium), C(O)CN (ethanolamine). Run in O1CCOCC1 (dioxane), O1CCOCC1 (dioxane). Reaction conditions: time 1 hour. Yields the product OCCNC(=O)C=1N=NC(=CC1)OCC=1C(=NOC1C)C1=CC(=CC=C1)F (6-[3-(3-Fluoro-phenyl)-5-methyl-isoxazol-4-ylmethoxy]-pyridazine-3-carboxylic acid (2-hydroxy-ethyl)-amide). Yield: 24.2%. Reaction SMILES: C[Al](C)C.[CH2:5]([CH2:7][NH2:8])[OH:6].C([O:11][C:12]([C:14]1[N:15]=[N:16][C:17]([O:20][CH2:21][C:22]2[C:23]([C:28]3[CH:33]=[CH:32][CH:31]=[C:30]([F:34])[CH:29]=3)=[N:24][O:25][C:26]=2[CH3:27])=[CH:18][CH:19]=1)=O)C.C(C(C(C([O-])=O)O)O)([O-])=O.[K+].[Na+]>O1CCOCC1>[OH:6][CH2:5][CH2:7][NH:8][C:12]([C:14]1[N:15]=[N:16][C:17]([O:20][CH2:21][C:22]2[C:23]([C:28]3[CH:33]=[CH:32][CH:31]=[C:30]([F:34])[CH:29]=3)=[N:24][O:25][C:26]=2[CH3:27])=[CH:18][CH:19]=1)=[O:11] |f:3.4.5|. Procedure: A solution of trimethylaluminium (2 M in toluene, 800 μL, 1.6 mmol) was added dropwise (exothermic) to a solution of ethanolamine (96 μL, 1.6 mmol) in dioxane (10 mL) and the resulting mixture was stirred at room temperature for 1 h. Then a solution of 6-[3-(3-fluoro-phenyl)-5-methyl-isoxazol-4-ylmethoxy]-pyridazine-3-carboxylic acid ethyl ester (143 mg, 0.4 mmol) in dioxane (5 mL) was added. The resulting mixture was then heated at 85-95° C. for 2 h, cooled to room temperature, poured into a so... The reactants are ClCC1=NC=CC(=C1C)SCCCSC=1C=CC=2N(N1)C(=CN2)[N+](=O)[O-] (6-[3-(2-chloromethyl-3-methylpyridin-4-ylsulfanyl)propylsulfanyl]-3-nitroimidazo[1,2-b]pyridazine), SC1=NN=NN1C1=CC=C(C=C1)O (4-(5-mercaptotetrazol-1-yl)phenol), C(C)(C)O (isopropanol). Conditions: temperature 0 celsius. Product: CC=1C(=NC=CC1SCCCSC=1C=CC=2N(N1)C(=CN2)[N+](=O)[O-])S(C2=NN=NN2C2=CC=C(C=C2)O)C (4-(5-{3-Methyl-4-[3-(3-nitroimidazo[1,2-b]pyridazin-6-ylsulfanyl)propylsulfanyl]-pyridin-2-yl-methylsulfanyl)tetrazol-1-yl)phenol). Isolated yield 75.0%. As a reaction SMILES: ClC[C:3]1[C:8]([CH3:9])=[C:7]([S:10][CH2:11][CH2:12][CH2:13][S:14][C:15]2[CH:16]=[CH:17][C:18]3[N:19]([C:21]([N+:24]([O-:26])=[O:25])=[CH:22][N:23]=3)[N:20]=2)[CH:6]=[CH:5][N:4]=1.[SH:27][C:28]1[N:32]([C:33]2[CH:38]=[CH:37][C:36]([OH:39])=[CH:35][CH:34]=2)[N:31]=[N:30][N:29]=1.[CH:40](O)(C)C>>[CH3:9][C:8]1[C:3]([SH:27]([CH3:40])[C:28]2[N:32]([C:33]3[CH:34]=[CH:35][C:36]([OH:39])=[CH:37][CH:38]=3)[N:31]=[N:30][N:29]=2)=[N:4][CH:5]=[CH:6][C:7]=1[S:10][CH2:11][CH2:12][CH2:13][S:14][C:15]1[CH:16]=[CH:17][C:18]2[N:19]([C:21]([N+:24]([O-:26])=[O:25])=[CH:22][N:23]=2)[N:20]=1. Procedure: 0.61 g (1.5 mmol) of 6-[3-(2-chloromethyl-3-methylpyridin-4-ylsulfanyl)propylsulfanyl]-3-nitroimidazo[1,2-b]pyridazine and 0.30 g (1.5 mmol) of 4-(5-mercaptotetrazol-1-yl)phenol in 30 ml of isopropanol are heated under reflux for 2 h under a nitrogen atmosphere. The mixture is then concentrated. The residue is taken up in 30 ml of water, adjusted to pH 9 using 2N sodium hydroxide solution and extracted with 4×30 ml of dichloromethane. The organic extracts are washed with water, dried over magnes... Reactants: O.NN (hydrazine monohydrate), CC1(C2=C(NC(CC1)=O)C=CC(=C2)[N+](=O)[O-])C (5,5-Dimethyl-7-nitro-1,3,4,5-tetrahydrobenzo[b]azepin-2-one). Reagents/catalysts: [Pd] (Palladium on activated carbon). Solvent: C(C)O (ethanol). The product is NC1=CC2=C(NC(CCC2(C)C)=O)C=C1 (7-Amino-5,5-dimethyl-1,3,4,5-tetrahydro-benzo[b]azepin-2-one). As a reaction SMILES: O.NN.[CH3:4][C:5]1([CH3:20])[CH2:11][CH2:10][C:9](=[O:12])[NH:8][C:7]2[CH:13]=[CH:14][C:15]([N+:17]([O-])=O)=[CH:16][C:6]1=2>[Pd].C(O)C>[NH2:17][C:15]1[CH:14]=[CH:13][C:7]2[NH:8][C:9](=[O:12])[CH2:10][CH2:11][C:5]([CH3:20])([CH3:4])[C:6]=2[CH:16]=1 |f:0.1|. Reported procedure: Added 13 mL of ethanol, 10% Palladium on activated carbon (62 mg), and hydrazine monohydrate (171 ul) to 5,5-Dimethyl-7-nitro-1,3,4,5-tetrahydrobenzo[b]azepin-2-one (206 mg, 0.8793 mmol). Heated reaction to 60° C. overnight. Filtered reaction through Celite, and purified by normal phase silica gel chromatography eluting with 90/10/1 CH2Cl2/MeOH/NH4OH to obtain an off-white solid to yield 7-Amino-5,5-dimethyl-1,3,4,5-tetrahydro-benzo[b]azepin-2-one. mp 168° C.; LCMS: m/z=205.12 (M+H+), 1H NMR (40... As a reaction SMILES: [C:1]([CH3:2])([CH3:3])([CH3:4])[O:5][C:6](=[O:7])[N:8]1[CH:9]2[CH2:10][C:11](=[CH:16][C:17](=[O:18])[O:19][CH2:20][CH3:21])[CH2:12][CH:13]1[CH2:14][CH2:15]2.[CH2:36]1[O:37][CH2:38][CH2:39][CH2:40]1.[CH3:22][CH:23]([CH2:24][AlH:25][CH2:26][CH:27]([CH3:28])[CH3:29])[CH3:30].[CH:31]([OH:32])([CH3:33])[CH3:34].[Cl:41][CH2:42][Cl:43].[OH2:35]>>[C:1]([CH3:2])([CH3:3])([CH3:4])[O:5][C:6](=[O:7])[N:8]1[CH:9]2[CH2:10][C:11](=[CH:16][CH2:17][OH:18])[CH2:12][CH:13]1[CH2:14][CH2:15]2. Yields the product CC(C)(C)OC(=O)N1C2CCC1CC(=CCO)C2. Starting materials: CCOC(=O)C=C1CC2CCC(C1)N2C(=O)OC(C)(C)C, C1CCOC1, CC(C)C[AlH]CC(C)C, CC(C)O, ClCCl, O. Starting materials: NC1=C(C(=NC(=C1)I)C(=O)OC)Cl (4-amino-3-chloro-6-iodopyridine-2-carboxylic acid, methyl ester), BrC1=C(C(=C(C=C1)B(O)O)F)OC (4-bromo-2-fluoro-3-methoxyphenyl boronic acid), [F-].[Cs+] (cesium fluoride), C(OC)COC (dimethoxyethane), dichlorobis(triphenylphosphine) palladium. Solvent: O (water), O (water). Conditions: temperature 85 celsius. The product is C(C)(=O)NC1=C(C(=NC(=C1)C1=C(C(=C(C=C1)Br)OC)F)C(=O)OC)Cl (4-acetylamino-6-(4-bromo-2-fluoro-3-methoxyphenyl)-3-chloropyridine-2-carboxylic acid, methyl ester). RXN SMILES: [NH2:1][C:2]1[CH:7]=[C:6](I)[N:5]=[C:4]([C:9]([O:11][CH3:12])=[O:10])[C:3]=1[Cl:13].[Br:14][C:15]1[CH:20]=[CH:19][C:18](B(O)O)=[C:17]([F:24])[C:16]=1[O:25][CH3:26].[F-].[Cs+].[CH2:29]([CH2:32]OC)[O:30]C>O>[C:29]([NH:1][C:2]1[CH:7]=[C:6]([C:18]2[CH:19]=[CH:20][C:15]([Br:14])=[C:16]([O:25][CH3:26])[C:17]=2[F:24])[N:5]=[C:4]([C:9]([O:11][CH3:12])=[O:10])[C:3]=1[Cl:13])(=[O:30])[CH3:32] |f:2.3|. Reported procedure: A solution of 4-amino-3-chloro-6-iodopyridine-2-carboxylic acid, methyl ester (1.1 g, 3.0 mmol), 4-bromo-2-fluoro-3-methoxyphenyl boronic acid (1.3 g, 4.5 mmol) and cesium fluoride (0.60 g, 4.0 mmole) in dimethoxyethane (2 mL) and water (2 mL) was de-aerated with a stream of nitrogen for 15 minutes before adding dichlorobis(triphenylphosphine) palladium (0.25 g, 0.4 mmol) and then heated to 85° C. for 2 hours. The reaction mixture was diluted with water (15 mL) and extracted with ethyl acetate (... The reactants are C1(CC1)C(=O)C=1C=NC2=CC=C(C=C2C1NC=1C=CC(=NC1)N1CC(CC1)N(C(OC(C)(C)C)=O)C)C1=CC(=C(C(=C1)Cl)O)Cl (tert-butyl (1-(5-((3-(cyclopropanecarbonyl)-6-(3,5-dichloro-4-hydroxyphenyl)quinolin-4-yl)amino)pyridin-2-yl)pyrrolidin-3-yl)(methyl)carbamate), C(=O)(C(F)(F)F)O (TFA), Cl (HCl). Solvent: C1CCOC1 (THF). Reaction conditions: temperature 65 celsius. Product: Cl.Cl.Cl.C1(CC1)C(=O)C=1C=NC2=CC=C(C=C2C1NC=1C=NC(=CC1)N1CC(CC1)NC)C1=CC(=C(C(=C1)Cl)O)Cl (cyclopropyl(6-(3,5-dichloro-4-hydroxyphenyl)-4-((6-(3-(methylamino)pyrrolidin-1-yl)pyridin-3-yl)amino)quinolin-3-yl)methanone trihydrochloride). Yield: 40.1%. RXN SMILES: [CH:1]1([C:4]([C:6]2[CH:7]=[N:8][C:9]3[C:14]([C:15]=2[NH:16][C:17]2[CH:18]=[CH:19][C:20]([N:23]4[CH2:27][CH2:26][CH:25]([N:28](C)[C:29](=O)OC(C)(C)C)[CH2:24]4)=[N:21][CH:22]=2)=[CH:13][C:12]([C:37]2[CH:42]=[C:41]([Cl:43])[C:40]([OH:44])=[C:39]([Cl:45])[CH:38]=2)=[CH:11][CH:10]=3)=[O:5])[CH2:3][CH2:2]1.C(O)(C(F)(F)F)=O.[ClH:53]>C1COCC1>[ClH:43].[ClH:53].[ClH:43].[CH:1]1([C:4]([C:6]2[CH:7]=[N:8][C:9]3[C:14]([C:15]=2[NH:16][C:17]2[CH:22]=[N:21][C:20]([N:23]4[CH2:27][CH2:26][CH:25]([NH:28][CH3:29])[CH2:24]4)=[CH:19][CH:18]=2)=[CH:13][C:12]([C:37]2[CH:38]=[C:39]([Cl:45])[C:40]([OH:44])=[C:41]([Cl:43])[CH:42]=2)=[CH:11][CH:10]=3)=[O:5])[CH2:3][CH2:2]1 |f:4.5.6.7|. Reported procedure: To a solution of tert-butyl (1-(5-((3-(cyclopropanecarbonyl)-6-(3,5-dichloro-4-hydroxyphenyl)quinolin-4-yl)amino)pyridin-2-yl)pyrrolidin-3-yl)(methyl)carbamate (90 mg, 0.14 mmol) in THF (3 mL) was added TFA (2 mL). The reaction mixture was heated at 65° C. for 16 h, cooled to room temperature and concentrated. The resultant residue was purified by preparative HPLC (C18 silica, 10-90% acetonitrile/water with 0.05% TFA). The residue was dissolved in methanol (8 mL) and HCl (6 M in water, 1.0 mL, 6...